This data is from the Open Reaction Database (ORD), a public repository of structured organic reaction records. The task is: describe an organic reaction: reactants, conditions, products, and yield The reactants are CN(C)C=O, [Cl-], NN=C1C(=O)N(c2ccccc2F)N=C1c1ccccc1F, [H-], BrCc1ccc(I)cc1, [NH4+], [Na+], O. The product is O=C1C(=NNCc2ccc(I)cc2)C(c2ccccc2F)=NN1c1ccccc1F. As a reaction SMILES: [CH3:36][N:37]([CH3:38])[CH:39]=[O:40].[Cl-:34].[F:1][c:2]1[c:3]([N:8]2[N:9]=[C:10]([c:16]3[c:17]([F:22])[cH:18][cH:19][cH:20][cH:21]3)[C:11](=[N:14][NH2:15])[C:12]2=[O:13])[cH:4][cH:5][cH:6][cH:7]1.[H-:32].[I:23][c:24]1[cH:25][cH:26][c:27]([CH2:28][Br:29])[cH:30][cH:31]1.[NH4+:35].[Na+:33].[OH2:41]>>[F:1][c:2]1[c:3]([N:8]2[N:9]=[C:10]([c:16]3[c:17]([F:22])[cH:18][cH:19][cH:20][cH:21]3)[C:11](=[N:14][NH:15][CH2:28][c:27]3[cH:26][cH:25][c:24]([I:23])[cH:31][cH:30]3)[C:12]2=[O:13])[cH:4][cH:5][cH:6][cH:7]1.